From a dataset of the Open Reaction Database (ORD), a public repository of structured organic reaction records. describe an organic reaction: reactants, conditions, products, and yield Starting materials: C(C)(=O)OC(CC(C(C)C)N(COC(CC(C)C)=O)C(C(C(CC)C)N=[N+]=[N-])=O)C=1SC=C(N1)C(=O)NC(CC(C(=O)O)C)CC1=CC=CC=C1 (4-[(2-{1-acetoxy-3-[(2-azido-3-methyl-pentanoyl)-(3-methyl-butyryloxymethyl)-amino]-4-methyl-pentyl}-thiazole-4-carbonyl)-amino]-2-methyl-5-phenyl-pentanoic acid), solution, FC1=C(C(=C(C(=C1OC(CN(C)C)=O)F)F)F)F (dimethylamino-acetic acid pentafluorophenyl ester). The reagents and catalysts are [Pd] (Pd/C). The solvent is CCOC(=O)C (EtOAc). Run at time 26 hour. Product: C(C)(=O)OC(CC(C(C)C)N(COC(CC(C)C)=O)C(C(C(CC)C)NC(CN(C)C)=O)=O)C=1SC=C(N1)C(=O)NC(CC(C(=O)O)C)CC1=CC=CC=C1 (4-[(2-{1-acetoxy-3-[[2-(2-dimethylamino-acetylamino)-3-methyl-pentanoyl]-(3-methyl-butyryloxymethyl)-amino]-4-methyl-pentyl}-thiazole-4-carbonyl)-amino]-2-methyl-5-phenyl-pentanoic acid). Yield: 47.8%. As a reaction SMILES: [C:1]([O:4][CH:5]([C:30]1[S:31][CH:32]=[C:33]([C:35]([NH:37][CH:38]([CH2:45][C:46]2[CH:51]=[CH:50][CH:49]=[CH:48][CH:47]=2)[CH2:39][CH:40]([CH3:44])[C:41]([OH:43])=[O:42])=[O:36])[N:34]=1)[CH2:6][CH:7]([N:11]([C:20](=[O:29])[CH:21]([N:26]=[N+]=[N-])[CH:22]([CH3:25])[CH2:23][CH3:24])[CH2:12][O:13][C:14](=[O:19])[CH2:15][CH:16]([CH3:18])[CH3:17])[CH:8]([CH3:10])[CH3:9])(=[O:3])[CH3:2].FC1C([O:59][C:60](=O)[CH2:61][N:62]([CH3:64])[CH3:63])=C(F)C(F)=C(F)C=1F>CCOC(C)=O.[Pd]>[C:1]([O:4][CH:5]([C:30]1[S:31][CH:32]=[C:33]([C:35]([NH:37][CH:38]([CH2:45][C:46]2[CH:51]=[CH:50][CH:49]=[CH:48][CH:47]=2)[CH2:39][CH:40]([CH3:44])[C:41]([OH:43])=[O:42])=[O:36])[N:34]=1)[CH2:6][CH:7]([N:11]([C:20](=[O:29])[CH:21]([NH:26][C:60](=[O:59])[CH2:61][N:62]([CH3:64])[CH3:63])[CH:22]([CH3:25])[CH2:23][CH3:24])[CH2:12][O:13][C:14](=[O:19])[CH2:15][CH:16]([CH3:18])[CH3:17])[CH:8]([CH3:10])[CH3:9])(=[O:3])[CH3:2]. Reported procedure: Pd/C (10 wt %, 8.7 μg) and azide 8 (18.0 mg, 0.0247 mmol) were added to a 0.20 M solution of 18 (0.0988 mmol) in 0.40 mL of EtOAc (filtered through activated alumina). The reaction mixture was stirred under a hydrogen atmosphere for 26 h and then filtered through a plug of Celite with washing of the filter pad with EtOAc. The filtrate was concentrated, and a 1:1 mixture of deoxygenated H2O/dioxane (4.0 mL) was added. The mixture was stirred for 20 h at rt and concentrated. Reverse-phase HPFC (20...